Dataset: the Open Reaction Database (ORD), a public repository of structured organic reaction records. Task: describe an organic reaction: reactants, conditions, products, and yield Reactants: COC(CC=1N=CN(C1)C(C1=CC=CC=C1)(C1=CC=CC=C1)C1=CC=CC=C1)=O (1-(Triphenylmethyl)-1H-imidazol-4-ylacetic acid methyl ester), C(#N)C1=CC=C(CBr)C=C1 (4-cyanobenzyl bromide), C(C)#N (acetonitrile). Conditions: temperature 55 celsius, time 2 hour. The product is COC(CC1=CN=CN1CC1=CC=C(C=C1)C#N)=O ([1-(4-Cyanobenzyl)-1H-imidazol-5-yl]acetic acid methyl ester). RXN SMILES: [CH3:1][O:2][C:3](=[O:29])[CH2:4][C:5]1N=[CH:7][N:8](C(C2C=CC=CC=2)(C2C=CC=CC=2)C2C=CC=CC=2)[CH:9]=1.[C:30]([C:32]1[CH:39]=[CH:38][C:35]([CH2:36]Br)=[CH:34][CH:33]=1)#[N:31].C(#[N:42])C>>[CH3:1][O:2][C:3](=[O:29])[CH2:4][C:5]1[N:31]([CH2:30][C:32]2[CH:39]=[CH:38][C:35]([C:36]#[N:42])=[CH:34][CH:33]=2)[CH:7]=[N:8][CH:9]=1. Procedure details: To a solution of the product from Step B (8.00 g, 20.9 mmol) in acetonitrile (70 mL) was added 4-cyanobenzyl bromide (4.10 g, 20.92 mmol) and heated at 55° C. for 3 hours. The reaction was cooled to room temperature and the resulting imidazolium salt was collected by filtration. The filtrate was heated at 55° C. for 18 hours. The reaction mixture was cooled to room temperature and evaporated in vacuo. To the residue was added EtOAc (70 mL) and the resulting precipitate collected by filtration. T... The reactants are C(C(C)(C)C)(=O)Cl (Pivaloylchloride), C(C1=CC=CC=C1)OC1=CC=2CC[C@H]3[C@@H]4C(CC([C@@]4(C)CC[C@@H]3C2C=C1)(O)C(F)(F)F)CCCCO (3-Benzyloxy-15-(4-hydroxybutyl)-17-trifluoromethyl-estra-1,3,5(10)-trien-17-ol), ice water. The solvent is N1=CC=CC=C1 (pyridine). Run at time 2 hour. Yields the product C(C1=CC=CC=C1)OC1=CC=2CC[C@H]3[C@@H]4C(CC([C@@]4(C)CC[C@@H]3C2C=C1)(C(F)(F)F)O)CCCCOC(C(C)(C)C)=O (2,2-Dimethylpropionic acid 4-(3-benzyloxy-17-hydroxy-17-trifluoromethyl-estra-1,3,5(10)-trien-15-yl)-butylester). The yield is 96.1%. As a reaction SMILES: [C:1](Cl)(=[O:6])[C:2]([CH3:5])([CH3:4])[CH3:3].[CH2:8]([O:15][C:16]1[CH:33]=[CH:32][C:31]2[C@@H:30]3[C@H:21]([C@H:22]4[C@@:26]([CH2:28][CH2:29]3)([CH3:27])[C:25]([C:35]([F:38])([F:37])[F:36])([OH:34])[CH2:24][CH:23]4[CH2:39][CH2:40][CH2:41][CH2:42][OH:43])[CH2:20][CH2:19][C:18]=2[CH:17]=1)[C:9]1[CH:14]=[CH:13][CH:12]=[CH:11][CH:10]=1>N1C=CC=CC=1>[CH2:8]([O:15][C:16]1[CH:33]=[CH:32][C:31]2[C@@H:30]3[C@H:21]([C@H:22]4[C@@:26]([CH2:28][CH2:29]3)([CH3:27])[C:25]([OH:34])([C:35]([F:38])([F:36])[F:37])[CH2:24][CH:23]4[CH2:39][CH2:40][CH2:41][CH2:42][O:43][C:1](=[O:6])[C:2]([CH3:5])([CH3:4])[CH3:3])[CH2:20][CH2:19][C:18]=2[CH:17]=1)[C:9]1[CH:14]=[CH:13][CH:12]=[CH:11][CH:10]=1. Reported procedure: Pivaloylchloride (0.50 ml; 4.10 mmol) was added dropwise to a solution of 3-Benzyloxy-15-(4-hydroxybutyl)-17-trifluoromethyl-estra-1,3,5(10)-trien-17-ol (1.65 g; 3.28 mmol) in pyridine (15 ml) at 0° C. After stirring for 2 h, the reaction mixture was poured into ice water and stirred for another h. After extraction with DCM, the combined organic phases were dried over MgSO4. After evaporation of the solvent, the residue was purified by column chromatography (SiO2, DCM) yielding the title compoun... The reactants are BrC=1C=CC2=C(OCCC3=C2SC(=C3)C(=O)N(C)C3=C(C=CC=C3)Cl)C1 (8-bromo-N-(2-chlorophenyl)-N-methyl-4,5-dihydrobenzo[b]thieno[2,3-d]oxepine-2-carboxamide), CN(C)CC#C (N,N-dimethylpropargyl amine). Yields the product ClC1=C(C=CC=C1)N(C(=O)C1=CC2=C(C3=C(OCC2)C=C(C=C3)C#CCN(C)C)S1)C (N-(2-chlorophenyl)-8-(3-(dimethylamino)prop-1-ynyl)-N-methyl-4,5-dihydrobenzo[b]thieno[2,3-d]oxepine-2-carboxamide). RXN SMILES: Br[C:2]1[CH:3]=[CH:4][C:5]2[C:11]3[S:12][C:13]([C:15]([N:17]([C:19]4[CH:24]=[CH:23][CH:22]=[CH:21][C:20]=4[Cl:25])[CH3:18])=[O:16])=[CH:14][C:10]=3[CH2:9][CH2:8][O:7][C:6]=2[CH:26]=1.[CH3:27][N:28]([CH2:30][C:31]#[CH:32])[CH3:29]>>[Cl:25][C:20]1[CH:21]=[CH:22][CH:23]=[CH:24][C:19]=1[N:17]([CH3:18])[C:15]([C:13]1[S:12][C:11]2[C:5]3[CH:4]=[CH:3][C:2]([C:32]#[C:31][CH2:30][N:28]([CH3:29])[CH3:27])=[CH:26][C:6]=3[O:7][CH2:8][CH2:9][C:10]=2[CH:14]=1)=[O:16]. Reported procedure: Following Examples 43 and 60, Sonagoshira coupling of 8-bromo-N-(2-chlorophenyl)-N-methyl-4,5-dihydrobenzo[b]thieno[2,3-d]oxepine-2-carboxamide 150 and N,N-dimethylpropargyl amine gave 125. The reactants are ClC1=CC=C2CC/C(/C2=C1)=C(\C(=O)OCC)/C#N ((E)-ethyl 2-(6-chloro-2,3-dihydro-1H-inden-1-ylidene)-2-cyanoacetate), [C-]#N.[K+] (KCN). Run in C(C)O (ethanol), O (water). Conditions: temperature 65 celsius, time 16 hour. Product: ClC1=CC=C2CCC(C2=C1)(C#N)CC#N (6-chloro-1-(cyanomethyl)-2,3-dihydro-1H-indene-1-carbonitrile). Isolated yield 35.4%. RXN SMILES: [Cl:1][C:2]1[CH:10]=[C:9]2[C:5]([CH2:6][CH2:7]/[C:8]/2=[C:11](/[C:17]#[N:18])\C(OCC)=O)=[CH:4][CH:3]=1.[C-:19]#[N:20].[K+]>C(O)C.O>[Cl:1][C:2]1[CH:10]=[C:9]2[C:5]([CH2:6][CH2:7][C:8]2([CH2:11][C:17]#[N:18])[C:19]#[N:20])=[CH:4][CH:3]=1 |f:1.2|. Procedure: A solution of (E)-ethyl 2-cyano-2-(6-chloro-2,3-dihydro-1H-inden-1-ylidene)acetate (Prep38, 15.00 g, 0.06 mol) in ethanol (300 ml) was treated with a solution of KCN (9.75 g, 0.15 mol) in water (90 ml). The mixture was warmed to 65° C., and stirred for 16 h. The mixture was concentrated in vacuo to remove solvent. The residue was extracted with EA (100 ml×3). The organic layers were combined and washed with a saturated solution of NaHCO3, brine and dried over Na2SO4. The crude was purified by FC... The reactants are [Al+3], C1CCOC1, COC(=O)c1ccc(NC2CCN(Cc3ccccc3)C2)nc1, [H-], [H-], [H-], [H-], [Li+], [Na+], [OH-], O. Product: OCc1ccc(NC2CCN(Cc3ccccc3)C2)nc1. RXN SMILES: [Al+3:2].[CH2:33]1[O:34][CH2:35][CH2:36][CH2:37]1.[CH2:7]([c:8]1[cH:9][cH:10][cH:11][cH:12][cH:13]1)[N:14]1[CH2:15][CH:16]([NH:19][c:20]2[n:21][cH:22][c:23]([C:24](=[O:25])[O:26][CH3:27])[cH:28][cH:29]2)[CH2:17][CH2:18]1.[H-:1].[H-:4].[H-:5].[H-:6].[Li+:3].[Na+:32].[OH-:31].[OH2:30]>>[CH2:7]([c:8]1[cH:9][cH:10][cH:11][cH:12][cH:13]1)[N:14]1[CH2:15][CH:16]([NH:19][c:20]2[n:21][cH:22][c:23]([CH2:24][OH:25])[cH:28][cH:29]2)[CH2:17][CH2:18]1. Reactants: C1CCOC1, CO, [Li+], CCOC(=O)c1cc2cc([N+](=O)[O-])ccc2[nH]1, [OH-]. Yields the product O=C(O)c1cc2cc([N+](=O)[O-])ccc2[nH]1. Reaction SMILES: [CH2:22]1[O:23][CH2:24][CH2:25][CH2:26]1.[CH3:20][OH:21].[Li+:18].[N+:1](=[O:2])([O-:3])[c:4]1[cH:5][c:6]2[cH:7][c:8]([C:13](=[O:14])[O:15][CH2:16][CH3:17])[nH:9][c:10]2[cH:11][cH:12]1.[OH-:19]>>[N+:1](=[O:2])([O-:3])[c:4]1[cH:5][c:6]2[cH:7][c:8]([C:13](=[O:14])[OH:15])[nH:9][c:10]2[cH:11][cH:12]1.